Dataset: the Open Reaction Database (ORD), a public repository of structured organic reaction records. Task: describe an organic reaction: reactants, conditions, products, and yield The reactants are [Br-], [Li]CCCC, C1CCOC1, C[P+](c1ccccc1)(c1ccccc1)c1ccccc1, CCCCCC, COC(=O)c1ccc(OC)c(OC2CCCC2=O)c1. Product: C=C1CCCC1Oc1cc(C(=O)OC)ccc1OC. RXN SMILES: [Br-:25].[CH2:1]([Li:2])[CH2:3][CH2:4][CH3:5].[CH2:46]1[O:47][CH2:48][CH2:49][CH2:50]1.[CH3:26][P+:27]([c:28]1[cH:29][cH:30][cH:31][cH:32][cH:33]1)([c:34]1[cH:35][cH:36][cH:37][cH:38][cH:39]1)[c:40]1[cH:41][cH:42][cH:43][cH:44][cH:45]1.[CH3:51][CH2:52][CH2:53][CH2:54][CH2:55][CH3:56].[CH3:6][O:7][c:8]1[c:9]([O:18][CH:19]2[C:20](=[O:24])[CH2:21][CH2:22][CH2:23]2)[cH:10][c:11]([C:12](=[O:13])[O:14][CH3:15])[cH:16][cH:17]1>>[CH2:1]=[C:20]1[CH:19]([O:18][c:9]2[c:8]([O:7][CH3:6])[cH:17][cH:16][c:11]([C:12](=[O:13])[O:14][CH3:15])[cH:10]2)[CH2:23][CH2:22][CH2:21]1. Reactants: ICCCCCI (1,5-Diiodopentane), N1=CC=CC=C1 (pyridine). Run at temperature 65 celsius. Product: [I-].[I-].C(CCCC[N+]1=CC=CC=C1)[N+]1=CC=CC=C1 (N,N′-Pentane-1,5-diyl-bis-pyridinium Diiodide). The yield is 90.0%. Reaction SMILES: [I:1][CH2:2][CH2:3][CH2:4][CH2:5][CH2:6]I.[N:8]1[CH:13]=[CH:12][CH:11]=[CH:10][CH:9]=1>>[I-:1].[I-:1].[CH2:2]([N+:8]1[CH:13]=[CH:12][CH:11]=[CH:10][CH:9]=1)[CH2:3][CH2:4][CH2:5][CH2:6][N+:8]1[CH:13]=[CH:12][CH:11]=[CH:10][CH:9]=1 |f:2.3.4|. Procedure details: 1,5-Diiodopentane (mmol) was added to a solution (30 mL) of dry pyridine, and the solution heated for 24 hours at 65° C. The resulting precipitate was filtered, and the product washed five times with dry diethyl ether. The resulting yellow solid was isolated in a 90% yield. 1H NMR (300 MHz, DMSO-D6) δ 9.14 (2H, d, C2&C6-H), 8.62 (1H, t, C4-H), 8.19 (2H, t, C3&C5-H), 4.62 (2H, t, C′1-CH2), 1.92 (2H, m, C′2-CH2), 1.25 (1H, m, C′3-CH2).